Dataset: the Open Reaction Database (ORD), a public repository of structured organic reaction records. Task: describe an organic reaction: reactants, conditions, products, and yield Starting materials: CI, CCO, Fc1ccccc1C1NC(=S)NC1c1ccccc1F. Yields the product CSC1=NC(c2ccccc2F)C(c2ccccc2F)N1, I. As a reaction SMILES: [CH3:21][I:22].[CH3:23][CH2:24][OH:25].[F:1][c:2]1[c:3]([CH:8]2[NH:9][C:10](=[S:20])[NH:11][CH:12]2[c:13]2[c:14]([F:19])[cH:15][cH:16][cH:17][cH:18]2)[cH:4][cH:5][cH:6][cH:7]1>>[F:1][c:2]1[c:3]([CH:8]2[NH:9][C:10]([S:20][CH3:21])=[N:11][CH:12]2[c:13]2[c:14]([F:19])[cH:15][cH:16][cH:17][cH:18]2)[cH:4][cH:5][cH:6][cH:7]1.[IH:22]. The reactants are C(C)(C)(C)OC(=O)N1CCN(CC1)C1=CC=C(C=C1)OCCCCl (4-[4-(3-chloro-propoxy)-phenyl]-piperazine-1-carboxylic acid tert-butyl ester), N1CCCCC1 (piperidine), C([O-])([O-])=O.[K+].[K+] (potassium carbonate), [I-].[K+] (potassium iodide). Solvent: CC(CC)=O (butan-2-one). The product is C(C)(C)(C)OC(=O)N1CCN(CC1)C1=CC=C(C=C1)OCCCN1CCCCC1 (4-[4-(3-Piperidin-1-yl-propoxy)-phenyl]-piperazine-1-carboxylic acid tert-butyl ester). RXN SMILES: [C:1]([O:5][C:6]([N:8]1[CH2:13][CH2:12][N:11]([C:14]2[CH:19]=[CH:18][C:17]([O:20][CH2:21][CH2:22][CH2:23]Cl)=[CH:16][CH:15]=2)[CH2:10][CH2:9]1)=[O:7])([CH3:4])([CH3:3])[CH3:2].[NH:25]1[CH2:30][CH2:29][CH2:28][CH2:27][CH2:26]1.C(=O)([O-])[O-].[K+].[K+].[I-].[K+]>CC(=O)CC>[C:1]([O:5][C:6]([N:8]1[CH2:13][CH2:12][N:11]([C:14]2[CH:19]=[CH:18][C:17]([O:20][CH2:21][CH2:22][CH2:23][N:25]3[CH2:30][CH2:29][CH2:28][CH2:27][CH2:26]3)=[CH:16][CH:15]=2)[CH2:10][CH2:9]1)=[O:7])([CH3:4])([CH3:3])[CH3:2] |f:2.3.4,5.6|. Reported procedure: A mixture of 4-[4-(3-chloro-propoxy)-phenyl]-piperazine-1-carboxylic acid tert-butyl ester (D9) (4.0 g; 11.3 mM), piperidine (2.23 ml; 2 eq), potassium carbonate (3.73 g; 2.4 eq) and potassium iodide (3.74 g; 2 eq) in butan-2-one (100 ml) was heated at reflux for 3 days. The mixture was allowed to cool to room temperature, filtered and evaporated to give the title compound as a pale yellow solid (4.6 g) Reactants: [BH4-], COc1ccc(C=NCC(OC)OC)cc1OC, CCO, [Na+], O. Product: COc1ccc(CNCC(OC)OC)cc1OC. RXN SMILES: [BH4-:19].[CH3:1][O:2][c:3]1[cH:4][c:5]([CH:6]=[N:7][CH2:8][CH:9]([O:10][CH3:11])[O:12][CH3:13])[cH:14][cH:15][c:16]1[O:17][CH3:18].[CH3:21][CH2:22][OH:23].[Na+:20].[OH2:24]>>[CH3:1][O:2][c:3]1[cH:4][c:5]([CH2:6][NH:7][CH2:8][CH:9]([O:10][CH3:11])[O:12][CH3:13])[cH:14][cH:15][c:16]1[O:17][CH3:18]. The reactants are CCOC(=O)N1CCN(C2Cc3ccc(OC)cc3Sc3ccc(SC)cc32)CC1, [K+], [OH-], O, OCCO. The product is COc1ccc2c(c1)Sc1ccc(SC)cc1C(N1CCNCC1)C2. RXN SMILES: [C:1]([O:2][CH2:3][CH3:4])(=[O:5])[N:6]1[CH2:7][CH2:8][N:9]([CH:12]2[CH2:13][c:14]3[c:15]([cH:25][c:26]([O:29][CH3:30])[cH:27][cH:28]3)[S:16][c:17]3[c:18]2[cH:19][c:20]([S:23][CH3:24])[cH:21][cH:22]3)[CH2:10][CH2:11]1.[K+:36].[OH-:35].[OH2:37].[OH:31][CH2:32][CH2:33][OH:34]>>[NH:6]1[CH2:7][CH2:8][N:9]([CH:12]2[CH2:13][c:14]3[c:15]([cH:25][c:26]([O:29][CH3:30])[cH:27][cH:28]3)[S:16][c:17]3[c:18]2[cH:19][c:20]([S:23][CH3:24])[cH:21][cH:22]3)[CH2:10][CH2:11]1.